Dataset: the Open Reaction Database (ORD), a public repository of structured organic reaction records. Task: describe an organic reaction: reactants, conditions, products, and yield Starting materials: C(C)(=O)[O-] (acetate), [Al+3].[Cl-].[Cl-].[Cl-] (AlCl3), [N+](=O)([O-])C1=CC=CC=C1 (nitrobenzene), O (water). The product is OCC(=O)C1=CC=CC=C1 (2-hydroxyacetophenone). Yield: 64.9%. RXN SMILES: [C:1]([O-:4])(=O)[CH3:2].[Al+3].[Cl-].[Cl-].[Cl-].[OH2:9].[N+]([C:13]1[CH:18]=[CH:17][CH:16]=[CH:15][CH:14]=1)([O-])=O>>[OH:9][CH2:2][C:1]([C:13]1[CH:18]=[CH:17][CH:16]=[CH:15][CH:14]=1)=[O:4] |f:1.2.3.4|. Reported procedure: To a solution of 755 mg of the thus-obtained acetate in nitrobenzene were added 456 mg of finely divided AlCl3, and the mixture was heated for one hour at 120°-125° C. The reaction mixture was diluted by water and extracted with ethyl acetate. The extracted solution was washed with water, sodium hydrogencarbonate solution, water, and saturated saline solution in series and dried over MgSO4. The distillation of the solvent and purification by chromatography through silica gel column gave 490 mg (... Starting materials: N1C=NC(=C1)C=1C(=NOC1C)C1=CC=C(C=C1)F (4-(1H-imidazol-4-yl)-5-methyl-3-(4-fluorophenyl)-isoxazole), FC1=CC=C(C=C1)B(O)O (4-fluorophenylboronic acid). The product is FC1=CC=C(C=C1)C1=NOC(=C1C=1N=CN(C1)C1=CC=C(C=C1)F)C (3-(4-Fluoro-phenyl)-4-[1-(4-fluoro-phenyl)-1H-imidazol-4-yl]-5-methyl-isoxazole). Yield: 10.0%. RXN SMILES: [NH:1]1[CH:5]=[C:4]([C:6]2[C:7]([C:12]3[CH:17]=[CH:16][C:15]([F:18])=[CH:14][CH:13]=3)=[N:8][O:9][C:10]=2[CH3:11])[N:3]=[CH:2]1.[F:19][C:20]1[CH:25]=[CH:24][C:23](B(O)O)=[CH:22][CH:21]=1>>[F:18][C:15]1[CH:16]=[CH:17][C:12]([C:7]2[C:6]([C:4]3[N:3]=[CH:2][N:1]([C:23]4[CH:24]=[CH:25][C:20]([F:19])=[CH:21][CH:22]=4)[CH:5]=3)=[C:10]([CH3:11])[O:9][N:8]=2)=[CH:13][CH:14]=1. Reported procedure: As described for Example 3, 4-(1H-imidazol-4-yl)-5-methyl-3-(4-fluorophenyl)-isoxazole (73 mg, 0.3 mmol) was converted, using 4-fluorophenylboronic acid instead of 4-fluorophenylboronic acid, to the title compound (10 mg, 10%) which was obtained as an off-white solid. MS: m/e=338.7[M+H]+. The reactants are C(C)C1C(CCC(C(OC(C2CCCCN2C(C(C2(C(CC(C(C(CC(CC(=C1)C)C)OC)O2)OC)C)O)=O)=O)=O)C(=CC2CC(C(CC2)O[Si](C)(C)C(C)(C)C)OCC=C)C)C)=O (17-ethyl-1-hydroxy-12-[2'-(4"-(tert-butyldimethylsiloxy)-3"-allyloxycyclohexyl)-1'-methylvinyl]-23,25-dimethoxy-13,19,21,27-tetramethyl-11,28-dioxa-4-azatricyclo[22.3.1.04,9 ]octacos-18-ene-2,3,10,16-tetraone). The solvent is C(C)#N (acetonitrile), C(C)#N (acetonitrile), C(C)(=O)OCC (ethyl acetate). Run at time 24 hour. The product is C(C)C1C(CCC(C(OC(C2CCCCN2C(C(C2(C(CC(C(C(CC(CC(=C1)C)C)OC)O2)OC)C)O)=O)=O)=O)C(=CC2CC(C(CC2)O)OCC=C)C)C)=O (17-Ethyl-1-hydroxy-12-[2'-(4"-hydroxy-3"-allyloxycyclohexyl)-1'-methylvinyl]-23,25-dimethoxy-13,19,21,27-tetramethyl-11,28-dioxa-4-azatricyclo[22.3.1.04,9 ]octacos-18-ene-2,3,10,16-tetraone). Isolated yield 94.3%. RXN SMILES: [CH2:1]([CH:3]1[CH:29]=[C:28]([CH3:30])[CH2:27][CH:26]([CH3:31])[CH2:25][CH:24]([O:32][CH3:33])[CH:23]2[O:34][C:19]([OH:38])([CH:20]([CH3:37])[CH2:21][CH:22]2[O:35][CH3:36])[C:18](=[O:39])[C:17](=[O:40])[N:16]2[CH:11]([CH2:12][CH2:13][CH2:14][CH2:15]2)[C:10](=[O:41])[O:9][CH:8]([C:42]([CH3:62])=[CH:43][CH:44]2[CH2:49][CH2:48][CH:47]([O:50][Si](C(C)(C)C)(C)C)[CH:46]([O:58][CH2:59][CH:60]=[CH2:61])[CH2:45]2)[CH:7]([CH3:63])[CH2:6][CH2:5][C:4]1=[O:64])[CH3:2]>C(#N)C.C(OCC)(=O)C>[CH2:1]([CH:3]1[CH:29]=[C:28]([CH3:30])[CH2:27][CH:26]([CH3:31])[CH2:25][CH:24]([O:32][CH3:33])[CH:23]2[O:34][C:19]([OH:38])([CH:20]([CH3:37])[CH2:21][CH:22]2[O:35][CH3:36])[C:18](=[O:39])[C:17](=[O:40])[N:16]2[CH:11]([CH2:12][CH2:13][CH2:14][CH2:15]2)[C:10](=[O:41])[O:9][CH:8]([C:42]([CH3:62])=[CH:43][CH:44]2[CH2:49][CH2:48][CH:47]([OH:50])[CH:46]([O:58][CH2:59][CH:60]=[CH2:61])[CH2:45]2)[CH:7]([CH3:63])[CH2:6][CH2:5][C:4]1=[O:64])[CH3:2]. Procedure: To a solution of 17-ethyl-1-hydroxy-12-[2'-(4"-(tert-butyldimethylsiloxy)-3"-allyloxycyclohexyl)-1'-methylvinyl]-23,25-dimethoxy-13,19,21,27-tetramethyl-11,28-dioxa-4-azatricyclo[22.3.1.04,9 ]octacos-18-ene-2,3,10,16-tetraone (80 mg) in acetonitrile (5 ml) was added a solution of 2% HF in aqueous acetonitrile (100 μl), and the mixture stirred at room temperature. After 24 hours, the solution was diluted with ethyl acetate, extracted with saturated sodium bicarbonate solution and the organic phas... The reactants are O (Water), FC=1C=CC(=NC1)NN ((5-fluoro-pyridine-2-yl)-hydrazine), Ca, CCN(C(C)C)C(C)C (DIPEA), C(Cl)Cl (DCM). Product: FC=1C=CC(=NC1)N(N)C(=O)N1[C@H](CCC[C@H]1C)C ((2S,6R)-2,6-Dimethyl-piperidine-1-carboxylic acid N-(5-fluoro-pyridin-2-yl)-hydrazide). Reaction SMILES: [F:1][C:2]1[CH:3]=[CH:4][C:5]([NH:8][NH2:9])=[N:6][CH:7]=1.C[CH2:11][N:12]([CH:16]([CH3:18])[CH3:17])[CH:13]([CH3:15])[CH3:14].[OH2:19].[CH2:20](Cl)Cl>>[F:1][C:2]1[CH:3]=[CH:4][C:5]([N:8]([C:11]([N:12]2[C@H:16]([CH3:18])[CH2:17][CH2:20][CH2:14][C@@H:13]2[CH3:15])=[O:19])[NH2:9])=[N:6][CH:7]=1. Procedure: A dark red solution of (5-fluoro-pyridine-2-yl)-hydrazine (21.7 g, 171 mmol), Intermediate Ca (31.5 g, 180 mmol) and DIPEA (44.7 mmol, 256 mmol) in DCM (350 mL) was stirred at RT for 4 days. Water (350 mL) was added, then the aqueous extracted with DCM (100 mL). The combined organics were passed through a hydrophobic frit and concentrated under vacuum to leave a solid. Trituration with diethyl ether/pentane (1:4, 150 mL), and drying under vacuum at 50° C. left Intermediate Cb (31.7 g, 70%, ˜90% ... The solvent is CN(C)C=O (DMF). Reaction conditions: time 8 hour. Reactants: NC1=C(C=C(C[C@H](C(=O)OC)CC(=O)[O-])C=C1C(F)(F)F)Cl (1-methyl (S)-2-(4-amino-3-chloro-5-trifluoromethyl-benzyl)-succinate), CN(C)C(=[N+](C)C)ON1C2=C(C=CC=C2)N=N1.[B-](F)(F)(F)F (TBTU), C=1C=CC2=C(C1)N=NN2O (HOBT), C(C)N(C(C)C)C(C)C (ethyldiisopropylamine), N1CCC(CC1)N1C(NC2=CC=CC=C2C1)=O (3-piperidin-4-yl-3,4-dihydro-1H-quinazolin-2-one). Procedure details: A solution of 3.0 g (8.83 mmol) 1-methyl (S)-2-(4-amino-3-chloro-5-trifluoromethyl-benzyl)-succinate and 3.05 g (9.5 mmol) TBTU, 1.28 g (9.47 mmol) HOBT in 1.7 mL (9.76 mmol) ethyldiisopropylamine and 1100 mL DMF was stirred for 1 h at RT. Then 2.2 g (9.51 mmol) 3-piperidin-4-yl-3,4-dihydro-1H-quinazolin-2-one were added and the reaction solution was stirred overnight at RT. The reaction mixture was evaporated down i.vac., the residue was taken up in DCM, washed with 10% citric acid solution and... Yields the product NC1=C(C=C(C[C@H](C(=O)OC)CC(N2CCC(CC2)N2C(NC3=CC=CC=C3C2)=O)=O)C=C1C(F)(F)F)Cl (methyl (S)-2-(4-amino-3-chloro-5-trifluoromethyl-benzyl)-4-oxo-4-[4-(2-oxo-1,4-dihydro-2H-quinazolin-3-yl)-piperidin-1-yl]-butanoate). Reaction SMILES: [NH2:1][C:2]1[C:17]([C:18]([F:21])([F:20])[F:19])=[CH:16][C:5]([CH2:6][C@@H:7]([CH2:12][C:13]([O-:15])=O)[C:8]([O:10][CH3:11])=[O:9])=[CH:4][C:3]=1[Cl:22].CN(C(ON1N=NC2C=CC=CC1=2)=[N+](C)C)C.[B-](F)(F)(F)F.C1C=CC2N(O)N=NC=2C=1.C(N(C(C)C)C(C)C)C.[NH:64]1[CH2:69][CH2:68][CH:67]([N:70]2[CH2:79][C:78]3[C:73](=[CH:74][CH:75]=[CH:76][CH:77]=3)[NH:72][C:71]2=[O:80])[CH2:66][CH2:65]1>CN(C=O)C>[NH2:1][C:2]1[C:17]([C:18]([F:21])([F:20])[F:19])=[CH:16][C:5]([CH2:6][C@@H:7]([CH2:12][C:13](=[O:15])[N:64]2[CH2:65][CH2:66][CH:67]([N:70]3[CH2:79][C:78]4[C:73](=[CH:74][CH:75]=[CH:76][CH:77]=4)[NH:72][C:71]3=[O:80])[CH2:68][CH2:69]2)[C:8]([O:10][CH3:11])=[O:9])=[CH:4][C:3]=1[Cl:22] |f:1.2|.